From a dataset of the Open Reaction Database (ORD), a public repository of structured organic reaction records. describe an organic reaction: reactants, conditions, products, and yield The reactants are ClC(=O)C1=CC2=C(OCC3=C(C2=O)C=CC=C3)C=C1 (2-chlorocarbonyl-6,11-dihydro-11-oxodibenz[b,e]oxepin), NCC(=O)O (glycine). Reaction conditions: time 1 hour. The product is O=C1C2=C(OCC3=C1C=CC=C3)C=CC(=C2)C(=O)N (6,11-Dihydro-11-oxodibenz[b,e]oxepin-2-carboxamide). Solvent: C(C)(=O)OCC (ethyl acetate). As a reaction SMILES: Cl[C:2]([C:4]1[CH:19]=[CH:18][C:7]2[O:8][CH2:9][C:10]3[CH:17]=[CH:16][CH:15]=[CH:14][C:11]=3[C:12](=[O:13])[C:6]=2[CH:5]=1)=[O:3].[NH2:20]CC(O)=O>C(OCC)(=O)C>[O:13]=[C:12]1[C:11]2[CH:14]=[CH:15][CH:16]=[CH:17][C:10]=2[CH2:9][O:8][C:7]2[CH:18]=[CH:19][C:4]([C:2]([NH2:20])=[O:3])=[CH:5][C:6]1=2. Procedure: Reflux 1.0 gm of 2-chlorocarbonyl-6,11-dihydro-11-oxodibenz[b,e]oxepin in 20 cc of ethyl acetate containing 2.0 gm of glycine for 5 hours. Evaporate the mixture to dryness. Add 30 cc of water to the solid residue and stir at room temperature for one hour. Separate the solid by filtration and recrystallize from ethanol to obtain the title product. Starting materials: ClC1=C(C=CC(=C1OC)OC)CCN (2-(2-chloro-3,4-dimethoxyphenyl)ethylamine), COC1=CC=C(C(C(=O)OC)O)C=C1 (methyl 4-methoxymandelate). The solvent is C(C)(=O)OCC (ethyl acetate). Yields the product ClC1=C(C=CC(=C1OC)OC)CCNC(C(O)C1=CC=C(C=C1)OC)=O (N-(2-chloro-3,4-dimethoxyphenylethyl)-4-methoxymandelamide). Yield: 69.4%. Reaction SMILES: [Cl:1][C:2]1[C:7]([O:8][CH3:9])=[C:6]([O:10][CH3:11])[CH:5]=[CH:4][C:3]=1[CH2:12][CH2:13][NH2:14].[CH3:15][O:16][C:17]1[CH:28]=[CH:27][C:20]([CH:21]([OH:26])[C:22](OC)=[O:23])=[CH:19][CH:18]=1>C(OCC)(=O)C>[Cl:1][C:2]1[C:7]([O:8][CH3:9])=[C:6]([O:10][CH3:11])[CH:5]=[CH:4][C:3]=1[CH2:12][CH2:13][NH:14][C:22](=[O:23])[CH:21]([C:20]1[CH:27]=[CH:28][C:17]([O:16][CH3:15])=[CH:18][CH:19]=1)[OH:26]. Procedure details: 16.86 g of (2-chloro-3,4-dimethoxyphenyl)ethylamine obtained in step 4 was reacted with 15.33 g of methyl 4-methoxymandelate obtained in step 5 at 130° to 140° C. in a nitrogen gas atmosphere for 1.5 hour. After cooling, the reaction mixture was dissolved in 30 ml of ethyl acetate and purified by silica gel chromatography. After development with ethyl acetate/n-hexane (1/1) and then with ethyl acetate, 20.6 g (69%) of N-(2-chloro-3,4-dimethoxyphenylethyl)-4-methoxymandelamide was obtained.